Task: describe an organic reaction: reactants, conditions, products, and yield. Dataset: the Open Reaction Database (ORD), a public repository of structured organic reaction records Reactants: C(C)[C@H]1C(O[C@@H](C1)C1[N@](C1)S(=O)(=O)C1=C(C=CC=C1)[N+](=O)[O-])=O ((3R,5S)-3-Ethyl-5-[(S)-1-(2-nitrobenzenesulfonyl)aziridin-2-yl]dihydrofuran-2-one), ClC1=C(C=CC=C1)N1C(CNC(C1)(C)C)=O (1-(2-chlorophenyl)-5,5-dimethylpiperazin-2-one). Run in C1(=CC=CC=C1)C (toluene). The product is ClC1=C(C=CC=C1)N1CC(N(CC1=O)C[C@@H]([C@H]1OC([C@@H](C1)CC)=O)NS(=O)(=O)C1=C(C=CC=C1)[N+](=O)[O-])(C)C (N-{(S)-2-[4-(2-Chlorophenyl)-2,2-dimethyl-5-oxopiperazin-1-yl]-1-[(2S,4R)-4-ethyl-5-oxotetrahydrofuran-2-yl]ethyl}-2-nitrobenzenesulfonamide). The yield is 95.7%. RXN SMILES: [CH2:1]([C@@H:3]1[CH2:7][C@@H:6]([CH:8]2[CH2:10][N@@:9]2[S:11]([C:14]2[CH:19]=[CH:18][CH:17]=[CH:16][C:15]=2[N+:20]([O-:22])=[O:21])(=[O:13])=[O:12])[O:5][C:4]1=[O:23])[CH3:2].[Cl:24][C:25]1[CH:30]=[CH:29][CH:28]=[CH:27][C:26]=1[N:31]1[CH2:36][C:35]([CH3:38])([CH3:37])[NH:34][CH2:33][C:32]1=[O:39]>C1(C)C=CC=CC=1>[Cl:24][C:25]1[CH:30]=[CH:29][CH:28]=[CH:27][C:26]=1[N:31]1[C:32](=[O:39])[CH2:33][N:34]([CH2:10][C@H:8]([NH:9][S:11]([C:14]2[CH:19]=[CH:18][CH:17]=[CH:16][C:15]=2[N+:20]([O-:22])=[O:21])(=[O:13])=[O:12])[C@@H:6]2[CH2:7][C@@H:3]([CH2:1][CH3:2])[C:4](=[O:23])[O:5]2)[C:35]([CH3:38])([CH3:37])[CH2:36]1. Procedure details: A solution of 916 mg of (3R,5S)-3-ethyl-5-[(S)-1-(2-nitrobenzenesulfonyl)aziridin-2-yl]dihydrofuran-2-one obtained in Example (106g) (2.69 mmol) and 771 mg of 1-(2-chlorophenyl)-5,5-dimethylpiperazin-2-one obtained in Example (1k) (3.23 mmol) in toluene (27 ml) was stirred at 110° C. for two hours. After cooling, the reaction mixture was concentrated under reduced pressure, and the residue was purified by silica gel column chromatography (elution solvent:methylene chloride/ethyl acetate=3/1-2/1)... Reactants: FC1=C(C(=O)O)C=C(C=C1)S(=O)(=O)C (2-Fluoro-5-methanesulfonyl-benzoic acid), C([O-])([O-])=O.[Cs+].[Cs+] (cesium carbonate), C(=O)O (formic acid), FC(C(CO)C)(F)F (2-trifluoromethyl-propanol). Run in CC(=O)N(C)C (dimethylacetamide). Yields the product CS(=O)(=O)C=1C=CC(=C(C(=O)O)C1)OC(C(F)(F)F)(C)C (5-Methanesulfonyl-2-(2,2,2-trifluoro-1,1-dimethyl-ethoxy)-benzoic acid). As a reaction SMILES: F[C:2]1[CH:10]=[CH:9][C:8]([S:11]([CH3:14])(=[O:13])=[O:12])=[CH:7][C:3]=1[C:4]([OH:6])=[O:5].C(=O)([O-])[O-:16].[Cs+].[Cs+].[F:21][C:22]([F:28])([F:27])[CH:23]([CH3:26])[CH2:24]O.C(O)=O>CC(N(C)C)=O>[CH3:14][S:11]([C:8]1[CH:9]=[CH:10][C:2]([O:16][C:23]([CH3:26])([CH3:24])[C:22]([F:28])([F:27])[F:21])=[C:3]([CH:7]=1)[C:4]([OH:6])=[O:5])(=[O:13])=[O:12] |f:1.2.3|. Procedure: To 2-Fluoro-5-methanesulfonyl-benzoic acid (247569-56-8) (600 mg) in dimethylacetamide (10 mL) was added cesium carbonate at 170° C. 2-trifluoromethyl-propanol (0.94 mL) was first added to the reaction mixture followed by additionally 0.47 mL every 24 hours. After a total of 72 hours, the reaction mixture was acidified by addition of formic acid, concentrated in vacuo and purified by preparative HPLC to yield the title compound as a light brown solid (897 mg). MS (m/e): 325.3. (M−H, 100%) The reactants are COC1=C(CN(C2=CC(N(C(=N2)SCC)C2=CC=C(C=C2)OCC(F)(F)F)=O)CC2=C(C=C(C=C2)OC)OC)C=CC(=C1)OC (6-[bis(2,4-dimethoxybenzyl)amino]-2-(ethylsulfanyl)-3-[4-(2,2,2-trifluoroethoxy)phenyl]pyrimidin-4(3H)-one), C1(=CC=CC=C1)OC (anisole), FC(C(=O)O)(F)F (trifluoroacetic acid). Reaction conditions: time 1 hour. The product is NC1=CC(N(C(=N1)SCC)C1=CC=C(C=C1)OCC(F)(F)F)=O (6-amino-2-(ethylsulfanyl)-3-[4-(2,2,2-trifluoroethoxy)phenyl]pyrimidin-4(3H)-one). Isolated yield 52.2%. Reaction SMILES: COC1C=C(OC)C=CC=1C[N:6](CC1C=CC(OC)=CC=1OC)[C:7]1[N:12]=[C:11]([S:13][CH2:14][CH3:15])[N:10]([C:16]2[CH:21]=[CH:20][C:19]([O:22][CH2:23][C:24]([F:27])([F:26])[F:25])=[CH:18][CH:17]=2)[C:9](=[O:28])[CH:8]=1.C1(OC)C=CC=CC=1.FC(F)(F)C(O)=O>>[NH2:6][C:7]1[N:12]=[C:11]([S:13][CH2:14][CH3:15])[N:10]([C:16]2[CH:17]=[CH:18][C:19]([O:22][CH2:23][C:24]([F:26])([F:27])[F:25])=[CH:20][CH:21]=2)[C:9](=[O:28])[CH:8]=1. Procedure: A mixture of 6-[bis(2,4-dimethoxybenzyl)amino]-2-(ethylsulfanyl)-3-[4-(2,2,2-trifluoroethoxy)phenyl]pyrimidin-4(3H)-one (0.68 g), anisole (0.459 mL) and trifluoroacetic acid (7 mL) was stirred at room temperature for 1 hr. The solvent was evaporated under reduced pressure, and the residue was purified by silica gel column chromatography (ethyl acetate/hexane) to give the title compound (0.19 g).